From a dataset of the Open Reaction Database (ORD), a public repository of structured organic reaction records. describe an organic reaction: reactants, conditions, products, and yield Starting materials: N(=NC(=O)OC(C)(C)C)C(=O)OC(C)(C)C (di-tert-butyl azodicarboxylate), ClC1=CC=C(S1)S(=O)(=O)N(C1=NNC2=CC=CC(=C12)OC)S(=O)(=O)C=1SC(=CC1)Cl (5-chloro-N-[(5-chloro-2-thienyl)sulfonyl]-N-[4-(methyloxy)-1H-indazol-3-yl]-2-thiophenesulfonamide), C1(=CC=CC=C1)P(C1=CC=CC=C1)C1=CC=CC=C1 (triphenylphosphine), Intermediate 10, CN(CCOC=1C=C(C=CC1)CO)C ((3-{[2-(dimethylamino)ethyl]oxy}phenyl)methanol). The solvent is C(Cl)Cl (DCM), C1CCOC1 (THF). Run at temperature 65 celsius. Product: ClC1=CC=C(S1)S(=O)(=O)N(C1=NN(C2=CC=CC(=C12)OC)CC1=CC(=CC=C1)OCCN(C)C)S(=O)(=O)C=1SC(=CC1)Cl (5-Chloro-N-[(5-chloro-2-thienyl)sulfonyl]-N-[1-[(3-{[2-(dimethylamino)ethyl]oxy}phenyl)methyl]-4-(methyloxy)-1H-indazol-3-yl]-2-thiophenesulfonamide). The yield is 70.0%. Reaction SMILES: [Cl:1][C:2]1[S:6][C:5]([S:7]([N:10]([S:22]([C:25]2[S:26][C:27]([Cl:30])=[CH:28][CH:29]=2)(=[O:24])=[O:23])[C:11]2[C:19]3[C:14](=[CH:15][CH:16]=[CH:17][C:18]=3[O:20][CH3:21])[NH:13][N:12]=2)(=[O:9])=[O:8])=[CH:4][CH:3]=1.[CH3:31][N:32]([CH3:44])[CH2:33][CH2:34][O:35][C:36]1[CH:37]=[C:38]([CH2:42]O)[CH:39]=[CH:40][CH:41]=1.C1(P(C2C=CC=CC=2)C2C=CC=CC=2)C=CC=CC=1.N(C(OC(C)(C)C)=O)=NC(OC(C)(C)C)=O>C1COCC1.C(Cl)Cl>[Cl:30][C:27]1[S:26][C:25]([S:22]([N:10]([S:7]([C:5]2[S:6][C:2]([Cl:1])=[CH:3][CH:4]=2)(=[O:8])=[O:9])[C:11]2[C:19]3[C:14](=[CH:15][CH:16]=[CH:17][C:18]=3[O:20][CH3:21])[N:13]([CH2:42][C:38]3[CH:39]=[CH:40][CH:41]=[C:36]([O:35][CH2:34][CH2:33][N:32]([CH3:31])[CH3:44])[CH:37]=3)[N:12]=2)(=[O:23])=[O:24])=[CH:29][CH:28]=1. Procedure: A mixture of 5-chloro-N-[(5-chloro-2-thienyl)sulfonyl]-N-[4-(methyloxy)-1H-indazol-3-yl]-2-thiophenesulfonamide (for a preparation see Intermediate 10) (150 mg, 0.28 mmol), (3-{[2-(dimethylamino)ethyl]oxy}phenyl)methanol (73 mg, 0.37 mmol), triphenylphosphine (113 mg, 0.43 mmol) and di-tert-butyl azodicarboxylate (132 mg, 0.57 mmol) in THF (15 mL) was heated to 65° C., O/N. The mixture was evaporated under reduced pressure, the residue was dissolved in MeOH, and then loaded on a SCX-2 ion-exchan... Reaction SMILES: [Cl:1][c:2]1[c:3]([C:20](=[O:21])[O:22][CH2:23][CH3:24])[c:4]([C:16]([F:17])([F:18])[F:19])[n:5][c:6]([C:12]([F:13])([F:14])[Cl:15])[c:7]1[C:8](=[O:9])[O:10][CH3:11].[NH3:25].[O:26]=[CH:27][N:28]([CH3:29])[CH3:30]>>[c:2]1([NH2:25])[c:3]([C:20](=[O:21])[O:22][CH2:23][CH3:24])[c:4]([C:16]([F:17])([F:18])[F:19])[n:5][c:6]([C:12]([F:13])([F:14])[Cl:15])[c:7]1[C:8](=[O:9])[O:10][CH3:11]. Product: CCOC(=O)c1c(C(F)(F)F)nc(C(F)(F)Cl)c(C(=O)OC)c1N. The reactants are CCOC(=O)c1c(C(F)(F)F)nc(C(F)(F)Cl)c(C(=O)OC)c1Cl, N, CN(C)C=O. Reactants: CCO, COC(=O)c1n[nH]cc1[N+](=O)[O-]. Yields the product COC(=O)c1n[nH]cc1N. Reaction SMILES: [CH3:13][CH2:14][OH:15].[CH3:1][O:2][C:3](=[O:4])[c:5]1[n:6][nH:7][cH:8][c:9]1[N+:10]([O-:11])=[O:12]>>[CH3:1][O:2][C:3](=[O:4])[c:5]1[n:6][nH:7][cH:8][c:9]1[NH2:10]. Reactants: CCOC(Cc1ccc(-c2csc(CNCC(=O)OC(C)(C)C)c2)cc1)C(=O)OC, ClCCl, O, O=C(O)C(F)(F)F. Yields the product CCOC(Cc1ccc(-c2csc(CNC)c2)cc1)C(=O)OC. Reaction SMILES: [C:1]([O:2][C:3](=[O:4])[CH2:8][NH:9][CH2:10][c:11]1[cH:12][c:13](-[c:16]2[cH:17][cH:18][c:19]([CH2:22][CH:23]([C:24](=[O:25])[O:26][CH3:27])[O:28][CH2:29][CH3:30])[cH:20][cH:21]2)[cH:14][s:15]1)([CH3:5])([CH3:6])[CH3:7].[Cl:32][CH2:33][Cl:34].[OH2:31].[OH:35][C:36]([C:37]([F:38])([F:39])[F:40])=[O:41]>>[CH3:8][NH:9][CH2:10][c:11]1[cH:12][c:13](-[c:16]2[cH:17][cH:18][c:19]([CH2:22][CH:23]([C:24](=[O:25])[O:26][CH3:27])[O:28][CH2:29][CH3:30])[cH:20][cH:21]2)[cH:14][s:15]1.